describe an organic reaction: reactants, conditions, products, and yield From a dataset of the Open Reaction Database (ORD), a public repository of structured organic reaction records. The reactants are TEA, [Cl-].[NH4+] (ammonium chloride), ClC1=CC(=C(C=C1)C1=CC=NC(=C1C(=O)O)C)F (4-(4-Chloro-2-fluorophenyl)-2-methylnicotinic acid), C(C(=O)Cl)(=O)Cl (oxalyl chloride), CN(C)C=O (DMF). The solvent is C(Cl)Cl (DCM). Run at temperature 0 celsius, time 1 hour. Product: ClC1=CC(=C(C=C1)C1=CC=NC(=C1C(=O)N)C)F (4-(4-chloro-2-fluorophenyl)-2-methylnicotinamide). Reaction SMILES: [Cl:1][C:2]1[CH:7]=[CH:6][C:5]([C:8]2[C:13]([C:14](O)=[O:15])=[C:12]([CH3:17])[N:11]=[CH:10][CH:9]=2)=[C:4]([F:18])[CH:3]=1.C(Cl)(=O)C(Cl)=O.C[N:26](C=O)C.[Cl-].[NH4+]>C(Cl)Cl>[Cl:1][C:2]1[CH:7]=[CH:6][C:5]([C:8]2[C:13]([C:14]([NH2:26])=[O:15])=[C:12]([CH3:17])[N:11]=[CH:10][CH:9]=2)=[C:4]([F:18])[CH:3]=1 |f:3.4|. Reported procedure: 4-(4-Chloro-2-fluorophenyl)-2-methylnicotinic acid (9 g, 33.9 mmol) (previous described in Example 16, Part E) was taken in DCM (50 mL) and cooled to 0° C. The solution was treated with oxalyl chloride (14.83 mL, 169 mmol) followed by slow addition of DMF (1 mL). The mixture was heated at 40° C. for 3 h. After cooling, the volatiles were removed under reduced pressure. The residue taken up in DCM (25 mL) was cooled to 0° C., and TEA (22.08 mL, 158 mmol) and ammonium chloride (16.94 g, 317 mmol) ... The reactants are C1(=CC=C(C=C1)C(CN1[C@H](C(=O)O)CCC1)=O)C1=CC=CC=C1 (N-[2-(biphenyl-4-yl)-2-oxoethyl] L-proline), C(C)N1CCOCC1 (N-ethylmorpholine), solution, 1-n-propylphosphonic acid cyclic anhydride, ClCCl (dichloromethane), C1(NCCC2=CC=CC=C12)C(=O)N.N[C@@H]([C@@H](C)CC)C(=O)O (L-isoleucine 1,2,3,4-tetrahydroisoquinolinamide). The solvent is C(C)#N (acetonitrile). Product: N[C@@H]([C@@H](C)CC)C(=O)O (L-Isoleucine). The yield is 22.2%. RXN SMILES: C1(C2C=CC=CC=2)C=CC(C(=O)CN2CCC[C@H]2C(O)=O)=CC=1.C(N1CCOCC1)C.ClCCl.C1(C(N)=O)C2C(=CC=CC=2)CCN1.[NH2:48][C@H:49]([C:54]([OH:56])=[O:55])[C@H:50]([CH2:52][CH3:53])[CH3:51]>C(#N)C>[NH2:48][C@H:49]([C:54]([OH:56])=[O:55])[C@H:50]([CH2:52][CH3:53])[CH3:51] |f:3.4|. Procedure: A solution of N-[2-(biphenyl-4-yl)-2-oxoethyl] L-proline (50 mg, 0.16 mmol, 1.0 eq), N-ethylmorpholine (125 uL, 0.97 mmol, 6 eq) in acetonitrile (0.5 mL) was cooled to 0° C. and treated with a 50% solution of 1-n-propylphosphonic acid cyclic anhydride in dichloromethane (170 uL, 0.26 mmol, 1.6 eq) followed by the L-isoleucine 1,2,3,4-tetrahydroisoquinolinamide (47.9 mg, 0.19 mmol, 1.2 eq). Purification by HPLC provided 5.53 mg (6.3%) of L-Isoleucine, N-[1-(2-(Biphenyl-4-yl)-2-oxoethyl)-L-prolyl]...